From a dataset of the Open Reaction Database (ORD), a public repository of structured organic reaction records. describe an organic reaction: reactants, conditions, products, and yield Reactants: CC(C)O, COc1cc2nccc(Cl)c2cc1OC, Cc1ccc(NC(=O)c2cccc(N(C)C)c2)cc1N. The product is COc1cc2nccc(Nc3cc(NC(=O)c4cccc(N(C)C)c4)ccc3C)c2cc1OC. As a reaction SMILES: [CH:36]([OH:37])([CH3:38])[CH3:39].[Cl:1][c:2]1[cH:3][cH:4][n:5][c:6]2[cH:7][c:8]([O:14][CH3:15])[c:9]([O:12][CH3:13])[cH:10][c:11]12.[NH2:16][c:17]1[cH:18][c:19]([NH:24][C:25]([c:26]2[cH:27][c:28]([N:32]([CH3:33])[CH3:34])[cH:29][cH:30][cH:31]2)=[O:35])[cH:20][cH:21][c:22]1[CH3:23]>>[c:2]1([NH:16][c:17]2[cH:18][c:19]([NH:24][C:25]([c:26]3[cH:27][c:28]([N:32]([CH3:33])[CH3:34])[cH:29][cH:30][cH:31]3)=[O:35])[cH:20][cH:21][c:22]2[CH3:23])[cH:3][cH:4][n:5][c:6]2[cH:7][c:8]([O:14][CH3:15])[c:9]([O:12][CH3:13])[cH:10][c:11]12. The reactants are C(C1=CC=CC=C1)OC=1C=C(C=CC1OC)C=1OC=C(N1)CC(C(=O)OC)C(=O)OC (dimethyl 2-[2-(3-benzyloxy-4-methoxyphenyl)oxazol-4-ylmethyl]malonate), O (water), [Cl-].[Li+] (lithium chloride), O (water). The solvent is CS(=O)C (dimethyl sulfoxide). Run at temperature 130 celsius, time 4 hour. Product: C(C1=CC=CC=C1)OC=1C=C(C=CC1OC)C=1OC=C(N1)CCC(=O)OC (methyl 3-[2-(3-benzyloxy-4-methoxyphenyl)oxazol-4-yl]propionate). As a reaction SMILES: [CH2:1]([O:8][C:9]1[CH:10]=[C:11]([C:17]2[O:18][CH:19]=[C:20]([CH2:22][CH:23](C(OC)=O)[C:24]([O:26][CH3:27])=[O:25])[N:21]=2)[CH:12]=[CH:13][C:14]=1[O:15][CH3:16])[C:2]1[CH:7]=[CH:6][CH:5]=[CH:4][CH:3]=1.[Cl-].[Li+].O>CS(C)=O>[CH2:1]([O:8][C:9]1[CH:10]=[C:11]([C:17]2[O:18][CH:19]=[C:20]([CH2:22][CH2:23][C:24]([O:26][CH3:27])=[O:25])[N:21]=2)[CH:12]=[CH:13][C:14]=1[O:15][CH3:16])[C:2]1[CH:7]=[CH:6][CH:5]=[CH:4][CH:3]=1 |f:1.2|. Procedure: A 26.52 g quantity of the dimethyl 2-[2-(3-benzyloxy-4-methoxyphenyl)oxazol-4-ylmethyl]malonate obtained in Reference Example 47 was suspended in 53 ml of dimethyl sulfoxide, and 2.62 g of lithium chloride and 1.12 ml of purified water were added. The mixture was stirred at 130° C. for 4 hours. After the reaction mixture was allowed to cool, water was added and extraction with ethyl acetate was performed. The extract was dried over anhydrous magnesium sulfate, and the solvent was distilled off. ... Reactants: CC(=O)OC1OC(C)C(OC(C)=O)C1OC(C)=O, Nc1nc(=O)[nH]cc1Cl. Yields the product CC(=O)OC1C(C)OC(n2cc(Cl)c(N)nc2=O)C1OC(C)=O. Reaction SMILES: [C:10]([O:11][CH:14]1[CH:15]([O:16][C:17]([CH3:18])=[O:19])[CH:20]([O:21][C:22]([CH3:23])=[O:24])[CH:25]([CH3:27])[O:26]1)(=[O:12])[CH3:13].[Cl:1][c:2]1[c:3]([NH2:9])[n:4][c:5](=[O:8])[nH:6][cH:7]1>>[Cl:1][c:2]1[c:3]([NH2:9])[n:4][c:5](=[O:8])[n:6]([CH:14]2[CH:15]([O:16][C:17]([CH3:18])=[O:19])[CH:20]([O:21][C:22]([CH3:23])=[O:24])[CH:25]([CH3:27])[O:26]2)[cH:7]1. Reactants: C(C)(C)(C)OC(C(=O)OC)C=1C(=C2C(=NC1C)NC=C2)C2=CC=C(C=C2)C (methyl 2-(tert-butoxy)-2-(6-methyl-4-(p-tolyl)-1H-pyrrolo[2,3-b]pyridin-5-yl)acetate), BrCC1=C(C=CC(=C1F)F)OC (2-(bromomethyl)-3,4-difluoro-1-methoxybenzene), Example 25. Yields the product C(C)(C)(C)OC(C(=O)O)C=1C(=C2C(=NC1C)N(C=C2)CC2=C(C(=CC=C2OC)F)F)C2=CC=C(C=C2)C (2-(tert-butoxy)-2-(1-(2,3-difluoro-6-methoxybenzyl)-6-methyl-4-(p-tolyl)-1H-pyrrolo[2,3-b]pyridin-5-yl)acetic acid). RXN SMILES: [C:1]([O:5][CH:6]([C:11]1[C:12]([C:21]2[CH:26]=[CH:25][C:24]([CH3:27])=[CH:23][CH:22]=2)=[C:13]2[CH:20]=[CH:19][NH:18][C:14]2=[N:15][C:16]=1[CH3:17])[C:7]([O:9]C)=[O:8])([CH3:4])([CH3:3])[CH3:2].Br[CH2:29][C:30]1[C:35]([F:36])=[C:34]([F:37])[CH:33]=[CH:32][C:31]=1[O:38][CH3:39]>>[C:1]([O:5][CH:6]([C:11]1[C:12]([C:21]2[CH:26]=[CH:25][C:24]([CH3:27])=[CH:23][CH:22]=2)=[C:13]2[CH:20]=[CH:19][N:18]([CH2:29][C:30]3[C:31]([O:38][CH3:39])=[CH:32][CH:33]=[C:34]([F:37])[C:35]=3[F:36])[C:14]2=[N:15][C:16]=1[CH3:17])[C:7]([OH:9])=[O:8])([CH3:4])([CH3:3])[CH3:2]. Reported procedure: The title compound was prepared from methyl 2-(tert-butoxy)-2-(6-methyl-4-(p-tolyl)-1H-pyrrolo[2,3-b]pyridin-5-yl)acetate and 2-(bromomethyl)-3,4-difluoro-1-methoxybenzene in a manner similar to that described in Example 25 as a yellow solid. 1H NMR (400 MHz, CHLOROFORM-d) δ ppm=7.64 (d, J=7.0 Hz, 1 H), 7.43-7.38 (m, 1 H), 7.34 (d, J=7.4 Hz, 2 H), 7.12 (d, J=3.5 Hz, 1 H), 7.00 (dd, J=9.2, 10.1 Hz, 1 H), 6.73 (dd, J=6.4, 11.9 Hz, 1 H), 6.24 (d, J=3.5 Hz, 1 H), 5.54 (s, 1 H), 5.48 (d, J=6.0 Hz, 2 ... Starting materials: COC1=CC=CC2=C1CC(CS2)N (3,4-dihydro-5-methoxy-2H-[1]-benzothiopyran-3-amine), C(C)(=O)OC(C)=O (acetic anhydride), C(Cl)Cl (methylene chloride). Conditions: time 15 minute. Product: Cl (hydrochloric acid), Cl.C(C)NC1CSC2=C(C1)C(=CC=C2)OC (3,4-dihydro-N-ethyl-5-methoxy-2H-[1]-benzothio-pyran-3-amine hydrochloride). RXN SMILES: [CH3:1][O:2][C:3]1[C:8]2[CH2:9][CH:10]([NH2:13])[CH2:11][S:12][C:7]=2[CH:6]=[CH:5][CH:4]=1.[C:14](OC(=O)C)(=O)[CH3:15].C(Cl)[Cl:22]>>[ClH:22].[ClH:22].[CH2:14]([NH:13][CH:10]1[CH2:9][C:8]2[C:3]([O:2][CH3:1])=[CH:4][CH:5]=[CH:6][C:7]=2[S:12][CH2:11]1)[CH3:15] |f:4.5|. Procedure: A mixture of 500 mg of 3,4-dihydro-5-methoxy-2H-[1]-benzothiopyran-3-amine and 361 mg of acetic anhydride in 10 mL of methylene chloride is kept at room temperature of 15 min. The solvent is removed in vacuo and the resulting 3,4-dihydro-N-acetyl-5-methoxy-2H-[1]-benzopyran-3-amine is dissolved in 10 mL of 1M diborane in tetrahydrofuran. After 3 hr reflux, the reaction mixture is poured into 6N hydrochloric acid, washed with ether, basified with 45% potassium hydroxide and reextracted with ether... Reactants: solution, C1(CC1)COC1=C(C=C(C=C1)S(=O)(=O)C)C=1C=CC(N(C1)C)=O (5-[2-(cyclopropylmethoxy)-5-methylsulfonylphenyl]-1-methylpyridin-2-one), IN1C(CCC1=O)=O (N-iodosuccinimide). Run in CN(C)C=O (DMF). Conditions: time 15 minute. Product: C1(CC1)COC1=C(C=C(C=C1)S(=O)(=O)C)C=1C=C(C(N(C1)C)=O)I (5-[2-(cyclopropylmethoxy)-5-methylsulfonylphenyl]-3-iodo-1-methylpyridin-2-one). Isolated yield 90.6%. As a reaction SMILES: [CH:1]1([CH2:4][O:5][C:6]2[CH:11]=[CH:10][C:9]([S:12]([CH3:15])(=[O:14])=[O:13])=[CH:8][C:7]=2[C:16]2[CH:17]=[CH:18][C:19](=[O:23])[N:20]([CH3:22])[CH:21]=2)[CH2:3][CH2:2]1.[I:24]N1C(=O)CCC1=O>CN(C=O)C>[CH:1]1([CH2:4][O:5][C:6]2[CH:11]=[CH:10][C:9]([S:12]([CH3:15])(=[O:14])=[O:13])=[CH:8][C:7]=2[C:16]2[CH:17]=[C:18]([I:24])[C:19](=[O:23])[N:20]([CH3:22])[CH:21]=2)[CH2:3][CH2:2]1. Reported procedure: A 0.2 M solution of the title compound (264 mg, 0.8 mmol) from Example 98 in DMF stirred at 0° C. was treated with three equal portions of N-iodosuccinimide (187 mg, 84 mmol). After 15 min, the icebath was removed and the mixture was stirred at rt for 2 h. The reaction mixture was treated with 10% sodium thiosulfate (aq) (5 mL) and extracted with EtOAc (20 mL×3). The combined organic layers were washed with water and brine, dried over MgSO4, filtered, and concentrated in vacuo to afford a crude ... The reactants are CC(C)(C)OC(=O)CC(NC(=O)OCC1c2ccccc2-c2ccccc21)C(=O)N1CCC(O)CC1, CCNCC, CN(C)C=O. The product is CC(C)(C)OC(=O)CC(N)C(=O)N1CCC(O)CC1. As a reaction SMILES: [C:6]([CH3:7])([CH3:8])([CH3:9])[O:10][C:11]([CH2:12][CH:13]([C:14](=[O:15])[N:16]1[CH2:17][CH2:18][CH:19]([OH:22])[CH2:20][CH2:21]1)[NH:23][C:24]([O:25][CH2:26][CH:27]1[c:28]2[cH:29][cH:30][cH:31][cH:32][c:33]2-[c:34]2[c:35]1[cH:36][cH:37][cH:38][cH:39]2)=[O:40])=[O:41].[CH2:1]([NH:2][CH2:3][CH3:4])[CH3:5].[CH3:42][N:43]([CH3:44])[CH:45]=[O:46]>>[C:6]([CH3:7])([CH3:8])([CH3:9])[O:10][C:11]([CH2:12][CH:13]([C:14](=[O:15])[N:16]1[CH2:17][CH2:18][CH:19]([OH:22])[CH2:20][CH2:21]1)[NH2:23])=[O:41].